Task: describe an organic reaction: reactants, conditions, products, and yield. Dataset: the Open Reaction Database (ORD), a public repository of structured organic reaction records Reactants: FC1=C(C=C(C=C1)CNC(=O)C=1N=C2N(CC3(CCC2(CC3)N(C(C(=O)N(C)C)=O)C)COS(=O)(=O)C3=CC=C(C=C3)C)C(C1O)=O)C (N-[2-[[[(4-fluoro-3-methylphenyl)methyl]amino]carbonyl]-6,7,8,9-tetrahydro-3-hydroxy-7-[[[(4-methylphenyl)sulfonyl]oxy]methyl]-4-oxo-7,10-ethanopyrimido[1,2-a]azepin-10(4H)-yl]-N,N′,N′-trimethyl-ethanediamide), Intermediate 28, [C-]#N.[K+] (KCN). The solvent is CC(=O)N(C)C (DMA). Run at temperature 160 celsius. The product is C(#N)CC12CCC(C=3N(C1)C(C(=C(N3)C(=O)NCC3=CC(=C(C=C3)F)C)O)=O)(CC2)N(C(C(=O)N(C)C)=O)C (N-[7-(Cyanomethyl)-2-[[[(4-fluoro-3-methylphenyl)methyl]amino]carbonyl]-6,7,8,9-tetrahydro-3-hydroxy-4-oxo-7,10-ethanopyrimido[1,2-a]azepin-10(4H)-yl]-N,N′,N′-trimethyl-ethanediamide). The yield is 19.3%. As a reaction SMILES: [F:1][C:2]1[CH:7]=[CH:6][C:5]([CH2:8][NH:9][C:10]([C:12]2[N:13]=[C:14]3[C:20]4([N:23]([CH3:31])[C:24](=[O:30])[C:25]([N:27]([CH3:29])[CH3:28])=[O:26])[CH2:21][CH2:22][C:17]([CH2:32]OS(C5C=CC(C)=CC=5)(=O)=O)([CH2:18][CH2:19]4)[CH2:16][N:15]3[C:44](=[O:47])[C:45]=2[OH:46])=[O:11])=[CH:4][C:3]=1[CH3:48].[C-:49]#[N:50].[K+]>CC(N(C)C)=O>[C:49]([CH2:32][C:17]12[CH2:22][CH2:21][C:20]([N:23]([CH3:31])[C:24](=[O:30])[C:25]([N:27]([CH3:29])[CH3:28])=[O:26])([C:14]3[N:15]([C:44](=[O:47])[C:45]([OH:46])=[C:12]([C:10]([NH:9][CH2:8][C:5]4[CH:6]=[CH:7][C:2]([F:1])=[C:3]([CH3:48])[CH:4]=4)=[O:11])[N:13]=3)[CH2:16]1)[CH2:19][CH2:18]2)#[N:50] |f:1.2|. Procedure details: A mixture of N-[2-[[[(4-fluoro-3-methylphenyl)methyl]amino]carbonyl]-6,7,8,9-tetrahydro-3-hydroxy-7-[[[(4-methylphenyl)sulfonyl]oxy]methyl]-4-oxo-7,10-ethanopyrimido[1,2-a]azepin-10(4H)-yl]-N,N′,N′-trimethyl-ethanediamide, Intermediate 28, (50 mg, 0.073 mmol) and KCN (47.6 mg, 0.731 mmol) in DMA (1.5 mL) was heated at 160° C. in a sealed tube for 3 h. The mixture was then cooled and the product purified by preparative HPLC to afford the title compound (8 mg, 0.014 mmol, 19.30% yield) as off-whit...